From a dataset of the Open Reaction Database (ORD), a public repository of structured organic reaction records. describe an organic reaction: reactants, conditions, products, and yield Reactants: [Li]CCCC, CC#N, CC(C)NC(C)C, [Cl-], [NH4+], C1CCOC1, O=Cc1csc2ccccc12. Yields the product N#CCC(O)c1csc2ccccc12. RXN SMILES: [CH2:8]([Li:9])[CH2:10][CH2:11][CH3:12].[CH3:13][C:14]#[N:15].[CH:1]([NH:2][CH:3]([CH3:4])[CH3:5])([CH3:6])[CH3:7].[Cl-:27].[NH4+:28].[O:29]1[CH2:30][CH2:31][CH2:32][CH2:33]1.[s:16]1[c:17]2[c:18]([c:19]([CH:21]=[O:22])[cH:20]1)[cH:23][cH:24][cH:25][cH:26]2>>[CH2:13]([C:14]#[N:15])[CH:21]([c:19]1[c:18]2[c:17]([s:16][cH:20]1)[cH:26][cH:25][cH:24][cH:23]2)[OH:22].